This data is from the Open Reaction Database (ORD), a public repository of structured organic reaction records. The task is: describe an organic reaction: reactants, conditions, products, and yield The reactants are O=c1ccn(C2OC(CO)C(O)C2F)c(=O)[nH]1, [K+], [K+], [K+], [K+], [N-]=[N+]=[N-], Nc1ncc2nc[nH]c2n1, O, O=P([O-])([O-])[O-]. The product is Nc1ncc2ncn(C3OC(CO)C(O)C3F)c2n1. Reaction SMILES: [F:11][CH:12]1[CH:13]([n:20]2[cH:21][cH:22][c:23](=[O:24])[nH:25][c:26]2=[O:27])[O:14][CH:15]([CH2:18][OH:19])[CH:16]1[OH:17].[K+:31].[K+:37].[K+:38].[K+:39].[N-:28]=[N+:29]=[N-:30].[NH2:1][c:2]1[n:3][cH:4][c:5]2[n:6][cH:7][nH:8][c:9]2[n:10]1.[OH2:40].[P:32]([O-:33])([O-:34])([O-:35])=[O:36]>>[NH2:1][c:2]1[n:3][cH:4][c:5]2[n:6][cH:7][n:8]([CH:13]3[CH:12]([F:11])[CH:16]([OH:17])[CH:15]([CH2:18][OH:19])[O:14]3)[c:9]2[n:10]1. The reactants are [BH4-], O=C(CCCCC1(C(=O)O)CCCC1)CCCCC1(C(=O)O)CCCC1, CC(C)O, [Na+], [Na+], [OH-], O. Yields the product O=C(O)C1(CCCCC(O)CCCCC2(C(=O)O)CCCC2)CCCC1. As a reaction SMILES: [BH4-:29].[C:1](=[O:2])([OH:3])[C:4]1([CH2:9][CH2:10][CH2:11][CH2:12][C:13]([CH2:14][CH2:15][CH2:16][CH2:17][C:18]2([C:23](=[O:24])[OH:25])[CH2:19][CH2:20][CH2:21][CH2:22]2)=[O:26])[CH2:5][CH2:6][CH2:7][CH2:8]1.[CH:31]([OH:32])([CH3:33])[CH3:34].[Na+:28].[Na+:30].[OH-:27].[OH2:35]>>[C:1](=[O:2])([OH:3])[C:4]1([CH2:9][CH2:10][CH2:11][CH2:12][CH:13]([CH2:14][CH2:15][CH2:16][CH2:17][C:18]2([C:23](=[O:24])[OH:25])[CH2:19][CH2:20][CH2:21][CH2:22]2)[OH:26])[CH2:5][CH2:6][CH2:7][CH2:8]1. Yields the product CCCn1cnc2c1c(=O)n(CCCCCC(C)=O)c(=O)n2C. Reactants: O=C([O-])[O-], CCCn1cnc2c1c(=O)[nH]c(=O)n2C, CN(C)C=O, CC(=O)CCCCCCl, [K+], [K+]. As a reaction SMILES: [C:25](=[O:26])([O-:27])[O-:28].[CH3:1][n:2]1[c:3](=[O:15])[nH:4][c:5](=[O:14])[c:6]2[n:7]([CH2:11][CH2:12][CH3:13])[cH:8][n:9][c:10]12.[CH3:31][N:32]([CH3:33])[CH:34]=[O:35].[Cl:16][CH2:17][CH2:18][CH2:19][CH2:20][CH2:21][C:22]([CH3:23])=[O:24].[K+:29].[K+:30]>>[CH3:1][n:2]1[c:3](=[O:15])[n:4]([CH2:17][CH2:18][CH2:19][CH2:20][CH2:21][C:22]([CH3:23])=[O:24])[c:5](=[O:14])[c:6]2[n:7]([CH2:11][CH2:12][CH3:13])[cH:8][n:9][c:10]12. Reactants: C(=CC1CCN(Cc2ccccc2)CC1)c1ccccc1OCC1CCCCC1, C=COC(=O)Cl, ClCCCl. Yields the product C=COC(=O)N1CCC(C=Cc2ccccc2OCC2CCCCC2)CC1. As a reaction SMILES: [CH2:1]([c:2]1[cH:3][cH:4][cH:5][cH:6][cH:7]1)[N:8]1[CH2:9][CH2:10][CH:11]([CH:14]=[CH:15][c:16]2[c:17]([O:22][CH2:23][CH:24]3[CH2:25][CH2:26][CH2:27][CH2:28][CH2:29]3)[cH:18][cH:19][cH:20][cH:21]2)[CH2:12][CH2:13]1.[Cl:30][C:31](=[O:32])[O:33][CH:34]=[CH2:35].[Cl:36][CH2:37][CH2:38][Cl:39]>>[N:8]1([C:31](=[O:32])[O:33][CH:34]=[CH2:35])[CH2:9][CH2:10][CH:11]([CH:14]=[CH:15][c:16]2[c:17]([O:22][CH2:23][CH:24]3[CH2:25][CH2:26][CH2:27][CH2:28][CH2:29]3)[cH:18][cH:19][cH:20][cH:21]2)[CH2:12][CH2:13]1.